This data is from the Open Reaction Database (ORD), a public repository of structured organic reaction records. The task is: describe an organic reaction: reactants, conditions, products, and yield Starting materials: O=Cc1ccc(Br)nc1, CC1(C)C2CCC1(CS(=O)(=O)O)C(=O)C2, OCCCO, Cc1ccccc1, O. Yields the product Brc1ccc(C2OCCCO2)cn1. RXN SMILES: [Br:1][c:2]1[n:3][cH:4][c:5]([CH:6]=[O:7])[cH:8][cH:9]1.[C:15]12([CH2:16][S:17]([OH:18])(=[O:19])=[O:20])[C:21]([CH3:22])([CH3:23])[CH:24]([CH2:25][CH2:26]1)[CH2:27][C:28]2=[O:29].[CH2:10]([CH2:11][CH2:12][OH:13])[OH:14].[CH3:31][c:32]1[cH:33][cH:34][cH:35][cH:36][cH:37]1.[OH2:30]>>[Br:1][c:2]1[n:3][cH:4][c:5]([CH:6]2[O:7][CH2:10][CH2:11][CH2:12][O:13]2)[cH:8][cH:9]1. Product: C(C)(C)OC(=O)C=1C(=NC(=C(C1C1=CC(=CC=C1)[N+](=O)[O-])C(=O)O)C)C (2,6-Dimethyl-4-(3-nitrophenyl)pyridine-3,5-dicarboxylic acid monoisopropyl ester). Starting materials: [OH-].[K+] (potassium hydroxide), CC1=NC(=C(C(=C1C(=O)OC(C)C)C1=CC(=CC=C1)[N+](=O)[O-])C(=O)OC(C)C)C (diisopropyl 2,6-dimethyl-4-(3-nitrophenyl)pyridine-3,5-dicarboxylate). Solvent: C(C)O (ethanol), O (water). RXN SMILES: [CH3:1][C:2]1[C:7]([C:8]([O:10]C(C)C)=[O:9])=[C:6]([C:14]2[CH:19]=[CH:18][CH:17]=[C:16]([N+:20]([O-:22])=[O:21])[CH:15]=2)[C:5]([C:23]([O:25][CH:26]([CH3:28])[CH3:27])=[O:24])=[C:4]([CH3:29])[N:3]=1.[OH-].[K+]>C(O)C.O>[CH:26]([O:25][C:23]([C:5]1[C:4]([CH3:29])=[N:3][C:2]([CH3:1])=[C:7]([C:8]([OH:10])=[O:9])[C:6]=1[C:14]1[CH:19]=[CH:18][CH:17]=[C:16]([N+:20]([O-:22])=[O:21])[CH:15]=1)=[O:24])([CH3:28])[CH3:27] |f:1.2|. Procedure: 1 g (2.5 mmols) of diisopropyl 2,6-dimethyl-4-(3-nitrophenyl)pyridine-3,5-dicarboxylate was heated under reflux for 5 hours in a solution of 140 mg (2.5 mmols) of potassium hydroxide in 10 ml of ethanol and 1 ml of water. After cooling down, the mixture was evaporated to dryness, the residue was taken up in water and extracted several times with chloroform. The aqueous phase was adjusted to pH 3 to 4 with dilute hydrochloric acid, the precipitated product was filtered off with suction and dissol... Starting materials: COC1=CC2=CC=CC=C2C=C1 (2-methoxynaphthalene), [Cl-].[Al+3].[Cl-].[Cl-] (aluminum chloride), C(C)(=O)Cl (acetyl chloride), [N+](=O)([O-])C1=CC=CC=C1 (nitrobenzene). Reaction conditions: temperature 25 celsius, time 48 hour. The product is COC=1C=C2C=CC(=CC2=CC1)CC(=O)O (2-(6-methoxy-2-naphthyl)acetic acid). Reaction SMILES: [CH3:1][O:2][C:3]1[CH:12]=[CH:11][C:10]2[C:5](=[CH:6][CH:7]=[CH:8][CH:9]=2)[CH:4]=1.[C:13](Cl)(=[O:15])[CH3:14].[N+](C1C=CC=CC=1)([O-])=[O:18].[Cl-].[Al+3].[Cl-].[Cl-]>>[CH3:1][O:2][C:3]1[CH:4]=[C:5]2[C:10](=[CH:11][CH:12]=1)[CH:9]=[C:8]([CH2:14][C:13]([OH:15])=[O:18])[CH:7]=[CH:6]2 |f:3.4.5.6|. Procedure details: To a mixture of 1.6 g. of 2-methoxynaphthalene, 1.6 g. of acetyl chloride, and 20 ml. of nitrobenzene, there are added 4.0 g. of aluminum chloride. The resulting mixture is stirred for 48 hours at 25°C; then it is washed with water until free of chloride ion. The mixture is dried over sodium sulfate and evaporated under reduced pressure. The residue, 2-acetyl-6-methoxynaphthalene, is refluxed in 2 ml. of morpholine containing one-half gram of sulfur for 2 hours; the reaction mixture is then filt...